From a dataset of the Open Reaction Database (ORD), a public repository of structured organic reaction records. describe an organic reaction: reactants, conditions, products, and yield Starting materials: [Br-], CCO, CC=CCBr, [NH2-], NCC(=O)O, [Na+]. Product: [NH2-], CC=CCNCC(=O)O. RXN SMILES: [Br-:13].[CH2:14]([OH:15])[CH3:16].[CH2:7]([CH:8]=[CH:9][CH3:10])[Br:11].[NH2-:6].[NH2:1][CH2:2][C:3]([OH:4])=[O:5].[Na+:12]>>[NH2-:6].[NH:1]([CH2:2][C:3]([OH:4])=[O:5])[CH2:7][CH:8]=[CH:9][CH3:10]. Starting materials: BrC=1C=CC2=C(C(OC(N2)C)(C2=CC=CC=C2)C)C1 (6-bromo-2,4-dimethyl-4-phenyl-1,4-dihydro-2H-3,1-benzoxazine), C(#N)C=1C=C(C=C(C1)F)B(O)O (3-cyano-5-fluorobenzene boronic acid), C([O-])([O-])=O.[Na+].[Na+] (sodium carbonate). The reagents and catalysts are C=1C=CC(=CC1)[P](C=2C=CC=CC2)(C=3C=CC=CC3)[Pd]([P](C=4C=CC=CC4)(C=5C=CC=CC5)C=6C=CC=CC6)([P](C=7C=CC=CC7)(C=8C=CC=CC8)C=9C=CC=CC9)[P](C=1C=CC=CC1)(C=1C=CC=CC1)C=1C=CC=CC1 (tetrakis(triphenylphosphine)palladium(0)). Solvent: COCCOC (DME), O (water). Conditions: temperature 85 celsius. Product: C[C@@H]1NC2=C([C@@](O1)(C1=CC=CC=C1)C)C=C(C=C2)C=2C=C(C#N)C=C(C2)F (3-[(2R,4S)-2,4-Dimethyl-4-phenyl-1,4-dihydro-2H-3,1-benzoxazin-6yl]-5-fluorobenzonitrile). Yield: 13.2%. Reaction SMILES: Br[C:2]1[CH:3]=[CH:4][C:5]2[NH:10][CH:9]([CH3:11])[O:8][C:7]([CH3:18])([C:12]3[CH:17]=[CH:16][CH:15]=[CH:14][CH:13]=3)[C:6]=2[CH:19]=1.[C:20]([C:22]1[CH:23]=[C:24](B(O)O)[CH:25]=[C:26]([F:28])[CH:27]=1)#[N:21].C(=O)([O-])[O-].[Na+].[Na+]>COCCOC.O.C1C=CC([P]([Pd]([P](C2C=CC=CC=2)(C2C=CC=CC=2)C2C=CC=CC=2)([P](C2C=CC=CC=2)(C2C=CC=CC=2)C2C=CC=CC=2)[P](C2C=CC=CC=2)(C2C=CC=CC=2)C2C=CC=CC=2)(C2C=CC=CC=2)C2C=CC=CC=2)=CC=1>[CH3:11][C@H:9]1[O:8][C@@:7]([CH3:18])([C:12]2[CH:17]=[CH:16][CH:15]=[CH:14][CH:13]=2)[C:6]2[CH:19]=[C:2]([C:24]3[CH:23]=[C:22]([CH:27]=[C:26]([F:28])[CH:25]=3)[C:20]#[N:21])[CH:3]=[CH:4][C:5]=2[NH:10]1 |f:2.3.4,^1:48,50,69,88|. Procedure: A mixture of 6-bromo-2,4-dimethyl-4-phenyl-1,4-dihydro-2H-3,1-benzoxazine (0.6 g, 1.9 mmol), 3-cyano-5-fluorobenzene boronic acid (0.45 g, 2.7 mmol), tetrakis(triphenylphosphine)palladium(0) (0.2 g, 0.17 mmol), sodium carbonate (0.6 g, 5.7 mmol) in a mixture of DME and water (20/5 mL) was subject to a positive nitrogen flow to remove oxygen and then heated to 85° C. under a blanket of nitrogen for 2 hours. The mixture was allowed to cool to ambient temperature. Brine (30 mL) and ethyl acetate (1... Reactants: CCOC(=O)C(C)(C)OC1CCCCO1, CO, [Li+], C1CCOC1, [OH-], O. The product is CC(C)(OC1CCCCO1)C(=O)O. Reaction SMILES: [CH3:1][C:2]([C:3](=[O:4])[O:5][CH2:6][CH3:7])([CH3:8])[O:9][CH:10]1[O:11][CH2:12][CH2:13][CH2:14][CH2:15]1.[CH3:23][OH:24].[Li+:16].[O:18]1[CH2:19][CH2:20][CH2:21][CH2:22]1.[OH-:17].[OH2:25]>>[CH3:1][C:2]([C:3](=[O:4])[OH:5])([CH3:8])[O:9][CH:10]1[O:11][CH2:12][CH2:13][CH2:14][CH2:15]1. The reactants are CC(C)(C)OC(=O)N1CC(OS(C)(=O)=O)C1, Cc1cc(CN2CCN(C)CC2)ccc1O, [H-], [Na+], [Na+], CN(C)C=O, [OH-], O. Product: Cc1cc(CN2CCN(C)CC2)ccc1OC1CN(C(=O)OC(C)(C)C)C1. As a reaction SMILES: [CH3:19][S:20]([O:21][CH:24]1[CH2:25][N:26]([C:28](=[O:29])[O:30][C:31]([CH3:32])([CH3:33])[CH3:34])[CH2:27]1)(=[O:22])=[O:23].[CH3:3][c:4]1[c:5]([OH:18])[cH:6][cH:7][c:8]([CH2:10][N:11]2[CH2:12][CH2:13][N:14]([CH3:17])[CH2:15][CH2:16]2)[cH:9]1.[H-:2].[Na+:1].[Na+:36].[O:37]=[CH:38][N:39]([CH3:40])[CH3:41].[OH-:35].[OH2:42]>>[CH3:3][c:4]1[c:5]([O:18][CH:24]2[CH2:25][N:26]([C:28](=[O:29])[O:30][C:31]([CH3:32])([CH3:33])[CH3:34])[CH2:27]2)[cH:6][cH:7][c:8]([CH2:10][N:11]2[CH2:12][CH2:13][N:14]([CH3:17])[CH2:15][CH2:16]2)[cH:9]1.